This data is from the Open Reaction Database (ORD), a public repository of structured organic reaction records. The task is: describe an organic reaction: reactants, conditions, products, and yield RXN SMILES: [CH3:17][C:18]([CH2:19][OH:20])([CH2:21][NH2:22])[CH3:23].[CH3:25][c:26]1[cH:27][cH:28][cH:29][cH:30][cH:31]1.[OH2:24].[cH:1]1[cH:2][cH:3][cH:4][c:5]2[c:6]1[C:7]1=[C:8]([CH2:9][CH2:10][CH2:11]2)[C:12](=[O:13])[O:14][C:15]1=[O:16]>>[cH:1]1[cH:2][cH:3][cH:4][c:5]2[c:6]1[C:7]1=[C:8]([CH2:9][CH2:10][CH2:11]2)[C:12](=[O:14])[N:22]([CH2:21][C:18]([CH3:17])([CH2:19][OH:20])[CH3:23])[C:15]1=[O:16]. The reactants are CC(C)(CN)CO, Cc1ccccc1, O, O=C1OC(=O)C2=C1CCCc1ccccc12. Yields the product CC(C)(CO)CN1C(=O)C2=C(C1=O)c1ccccc1CCC2. The reactants are BrCCCCc1c[nH]c2ccccc12, c1ccc2c3c(sc2c1)CNCC3, CC#N, ClCCCCc1c[nH]c2ccccc12. As a reaction SMILES: [Br:15][CH2:16][CH2:17][CH2:18][CH2:19][c:20]1[c:21]2[c:22]([cH:23][cH:24][cH:25][cH:26]2)[nH:27][cH:28]1.[CH2:29]1[NH:30][CH2:31][CH2:32][c:33]2[c:34]1[s:35][c:36]1[c:37]2[cH:38][cH:39][cH:40][cH:41]1.[CH3:42][C:43]#[N:44].[Cl:1][CH2:2][CH2:3][CH2:4][CH2:5][c:6]1[cH:7][nH:8][c:9]2[cH:10][cH:11][cH:12][cH:13][c:14]12>>[CH2:2]([CH2:3][CH2:4][CH2:5][c:6]1[cH:7][nH:8][c:9]2[cH:10][cH:11][cH:12][cH:13][c:14]12)[N:30]1[CH2:29][c:34]2[c:33]([c:37]3[c:36]([s:35]2)[cH:41][cH:40][cH:39][cH:38]3)[CH2:32][CH2:31]1. Product: c1ccc2c(CCCCN3CCc4c(sc5ccccc45)C3)c[nH]c2c1. The reactants are NC=1C=C(C=CC1)CCCC=1C=C(C=CC1)NC1=NC(=NC=C1Cl)Cl (N-{3-[3-(3-Aminophenyl)propyl]phenyl}-2,5-dichloropyrimidin-4-amine), Cl (hydrogen chloride). Run in COCCO (2-methoxyethanol), C(C)O (ethanol). Reaction conditions: temperature 150 celsius. Product: ClC=1C=NC=2NC=3C=CC=C(CCCC4=CC=CC(NC1N2)=C4)C3 (6-Chloro-2,4,8,23-tetraazatetracyclo[15.3.1.1(3,7).1(9,13)]tricosa-1(21),3(23),4,6,9(22),10,12,17,19-nonaene). The yield is 38.6%. Reaction SMILES: [NH2:1][C:2]1[CH:3]=[C:4]([CH2:8][CH2:9][CH2:10][C:11]2[CH:12]=[C:13]([NH:17][C:18]3[C:23]([Cl:24])=[CH:22][N:21]=[C:20](Cl)[N:19]=3)[CH:14]=[CH:15][CH:16]=2)[CH:5]=[CH:6][CH:7]=1.Cl>COCCO.C(O)C>[Cl:24][C:23]1[CH:22]=[N:21][C:20]2[NH:1][C:2]3[CH:7]=[CH:6][CH:5]=[C:4]([CH:3]=3)[CH2:8][CH2:9][CH2:10][C:11]3[CH:12]=[C:13]([NH:17][C:18]=1[N:19]=2)[CH:14]=[CH:15][CH:16]=3. Reported procedure: N-{3-[3-(3-Aminophenyl)propyl]phenyl}-2,5-dichloropyrimidin-4-amine (20 mg, 0.05 mmol) was stirred in 2-methoxyethanol (1.0 mL) and a solution of hydrogen chloride in ethanol (0.75 mL, 3.5 M). The mixture was heated to 150° C. for 30 minutes in a microwave. Purification by preparative LCMS gave the desired product (6.5 mg, 37%). LCMS for C19H18ClN4 (M+H)+: m/z=337. Reactants: ClC1=C(C=CC=2OC(=C(N2)C(=O)OCC)C)C=CC=C1 (Ethyl 2-(2-chlorostyryl)-5-methyl-4-oxazolecarboxylate), [OH-].[Na+] (sodium hydroxide). The solvent is C(C)O (ethanol). Conditions: temperature 100 celsius. Product: ClC1=C(C=CC=2OC(=C(N2)C(=O)O)C)C=CC=C1 (2-(2-chlorostyryl)-5-methyl-4-oxazolecarboxylic acid). As a reaction SMILES: [Cl:1][C:2]1[CH:20]=[CH:19][CH:18]=[CH:17][C:3]=1[CH:4]=[CH:5][C:6]1[O:7][C:8]([CH3:16])=[C:9]([C:11]([O:13]CC)=[O:12])[N:10]=1.[OH-].[Na+]>C(O)C>[Cl:1][C:2]1[CH:20]=[CH:19][CH:18]=[CH:17][C:3]=1[CH:4]=[CH:5][C:6]1[O:7][C:8]([CH3:16])=[C:9]([C:11]([OH:13])=[O:12])[N:10]=1 |f:1.2|. Procedure details: Ethyl 2-(2-chlorostyryl)-5-methyl-4-oxazolecarboxylate (6.0 g) was added to a mixture of ethanol (42 ml) and 2N sodium hydroxide (21 ml) and the whole mixture was heated on a water bath at 100° C. for dissolution. New crystals (sodium salt) immediately precipitated out. They were dissolved by addition of water and the solution was acidified with acetic acid to give 2-(2-chlorostyryl)-5-methyl-4-oxazolecarboxylic acid as crystals; yield 5.2 g (96.3%). Recrystallization from acetic acid-water gave...